This data is from the Open Reaction Database (ORD), a public repository of structured organic reaction records. The task is: describe an organic reaction: reactants, conditions, products, and yield The reactants are C1CNC(=O)CN1, C1=CC(=CC=C1F)Br. Reagents/catalysts: CC(C)(C)[O-].[Na+], CC1(C2=C(C(=CC=C2)P(C3=CC=CC=C3)C4=CC=CC=C4)OC5=C1C=CC=C5P(C6=CC=CC=C6)C7=CC=CC=C7)C, CC(=O)O.CC(=O)O.[Pd]. The solvent is CC1=CC=CC=C1. Run at temperature 150 celsius. Yields the product C1CN(CC(=O)N1)C2=CC=C(C=C2)F. Isolated yield 0.0%. Procedure: diacetoxypalladium (11.21 mg, 0.05 mmol) and (9,9-dimethyl-9H-xanthene-4,5-diyl)bis(diphenylphosphine) (28.9 mg, 0.05 mmol) were dissolved in toluene (0.5 mL) under nitrogen. Stirred at 50C for 30min.  sodium 2-methylpropan-2-olate (96 mg, 1.00 mmol) and piperazin-2-one (50 mg, 0.50 mmol) were added to a second microwave vial and inerted with nitrogen. 1-bromo-4-fluorobenzene (0.055 mL, 0.50 mmol) and toluene (0.500 mL) were added.  The catalyst solution wad added to the reaction mixture and the... Starting materials: ClC1=CC=C(C=C1)N1N=C2C=C(C(=CC2=C1C(O)C1CCCCC1)F)F ([rac]-[2-(4-chloro-phenyl)-5,6-difluoro-2H-indazol-3-yl]-cyclohexyl-methanol), COC(=O)C1(CC1)OC1=CC=C(C=C1)O (1-(4-hydroxy-phenoxy)-cyclopropanecarboxylic acid methyl ester), C1(=CC=CC=C1)P(C1=CC=CC=C1)C1=CC=CC=C1 (tri-phenylphosphine), N(=NC(=O)OC(C)(C)C)C(=O)OC(C)(C)C (di-tert-butyl azodicarboxylate). Run in C1CCOC1 (THF). The product is ClC1=CC=C(C=C1)N1N=C2C=C(C(=CC2=C1C(OC1=CC=C(OC2(CC2)C(=O)O)C=C1)C1CCCCC1)F)F ([rac]-1-(4-{[2-(4-Chloro-phenyl)-5,6-difluoro-2H-indazol-3-yl]-cyclohexyl-methoxy}-phenoxy)-cyclopropanecarboxylic acid). Reaction SMILES: [Cl:1][C:2]1[CH:7]=[CH:6][C:5]([N:8]2[C:16]([CH:17]([CH:19]3[CH2:24][CH2:23][CH2:22][CH2:21][CH2:20]3)[OH:18])=[C:15]3[C:10]([CH:11]=[C:12]([F:26])[C:13]([F:25])=[CH:14]3)=[N:9]2)=[CH:4][CH:3]=1.C[O:28][C:29]([C:31]1([O:34][C:35]2[CH:40]=[CH:39][C:38](O)=[CH:37][CH:36]=2)[CH2:33][CH2:32]1)=[O:30].C1(P(C2C=CC=CC=2)C2C=CC=CC=2)C=CC=CC=1.N(C(OC(C)(C)C)=O)=NC(OC(C)(C)C)=O>C1COCC1>[Cl:1][C:2]1[CH:3]=[CH:4][C:5]([N:8]2[C:16]([CH:17]([CH:19]3[CH2:24][CH2:23][CH2:22][CH2:21][CH2:20]3)[O:18][C:38]3[CH:39]=[CH:40][C:35]([O:34][C:31]4([C:29]([OH:30])=[O:28])[CH2:33][CH2:32]4)=[CH:36][CH:37]=3)=[C:15]3[C:10]([CH:11]=[C:12]([F:26])[C:13]([F:25])=[CH:14]3)=[N:9]2)=[CH:6][CH:7]=1. Procedure: In analogy to the procedure described in example 29.2, [rac]-[2-(4-chloro-phenyl)-5,6-difluoro-2H-indazol-3-yl]-cyclohexyl-methanol (example 24.4) was reacted with 1-(4-hydroxy-phenoxy)-cyclopropanecarboxylic acid methyl ester (Hazeldine, Stuart T.; Polin, Lisa; Kushner, Juiwanna; White, Kathryn; Corbett, Thomas H.; Horwitz, Jerome P. Bioorganic & Medicinal Chemistry (2005), 13(12), 3910-3920) in the presence of tri-phenylphosphine and di-tert-butyl azodicarboxylate in THF to give the title comp... The reactants are C(C)(=O)OCCOCCl (1-acetoxy-2-(chloromethoxy)ethane), C(C)OP(OCC)OCC (triethylphosphite). Yields the product C(C)(=O)OCCOCP(=O)(OCC)OCC (1-acetoxy-2-(diethylphosphonomethoxy)ethane). The yield is 68.1%. As a reaction SMILES: [C:1]([O:4][CH2:5][CH2:6][O:7][CH2:8]Cl)(=[O:3])[CH3:2].[CH2:10]([O:12][P:13]([O:17]CC)[O:14][CH2:15][CH3:16])[CH3:11]>>[C:1]([O:4][CH2:5][CH2:6][O:7][CH2:8][P:13]([O:14][CH2:15][CH3:16])([O:12][CH2:10][CH3:11])=[O:17])(=[O:3])[CH3:2]. Procedure details: A mixture of 1-acetoxy-2-(chloromethoxy)ethane (67.8 g, 444 mmol) and triethylphosphite (81.3 g, 490 mmol) was heated at 105°-110° C. for 12 hours. Vigorous gas evolution was noted initially. The reaction mixture was next cooled to room temperature and the crude material purified by distillation (0.9 mmHg, 130°-134° C.) to afford 76.9 g (68%) of 1-acetoxy-2-(diethylphosphonomethoxy)ethane as a colorless liquid. Starting materials: Cl (hydrochloric acid), FC1=CC=C(C=C1)C(C(=O)C1=CC=CC=C1)CC(C(C)C)=O (2-(4-Fluorophenyl)-5-methyl-1-phenyl-hexane-1,4-dione), NN1CCCCCC1 (N-amino-hexahydroazepine), CN(C=O)C (dimethylformamide). Run in O (water), C1(=CC=CC=C1)C (toluene), C(C)(=O)OCC (ethyl acetate). The product is FC1=CC=C(C=C1)C1=C(N(C(=C1)C(C)C)C1NCCCCC1)C1=CC=CC=C1 (3-(4-Fluorophenyl)-1-hexahydroazepinyl-5-isopropyl-2-phenyl-pyrrole). Reaction SMILES: Cl.[F:2][C:3]1[CH:8]=[CH:7][C:6]([CH:9]([CH2:18][C:19](=O)[CH:20]([CH3:22])[CH3:21])[C:10]([C:12]2[CH:17]=[CH:16][CH:15]=[CH:14][CH:13]=2)=O)=[CH:5][CH:4]=1.N[N:25]1[CH2:31][CH2:30][CH2:29][CH2:28][CH2:27][CH2:26]1.C[N:33](C)C=O>C1(C)C=CC=CC=1.C(OCC)(=O)C.O>[F:2][C:3]1[CH:8]=[CH:7][C:6]([C:9]2[CH:18]=[C:19]([CH:20]([CH3:22])[CH3:21])[N:33]([CH:26]3[CH2:27][CH2:28][CH2:29][CH2:30][CH2:31][NH:25]3)[C:10]=2[C:12]2[CH:17]=[CH:16][CH:15]=[CH:14][CH:13]=2)=[CH:5][CH:4]=1. Procedure: 1.7 ml of conc. hydrochloric acid are added to 5 g (16.7 mmol) of the compound from Example 2 and 5.7 g (50.1 mmol) of N-amino-hexahydroazepine in 100 ml of toluene AR and 80 ml of dimethylformamide and the mixture is boiled in a water separator for 24 hours. The mixture is cooled, diluted using 200 ml of ethyl acetate and extracted three times using 1N hydrochloric acid and twice using saturated sodium hydrogen carbonate solution. The organic phase is dried over magnesium sulphate and concentra... Reactants: C(C)(C)NC1=NC2=C(N1[C@@H]1[C@@](O)([C@@](O)([C@@H](O1)C(O)C(C)=O)C(C)=O)C(C)=O)C=C(C(=C2Cl)Cl)Cl (2-(Isopropylamino)-4,5,6-trichloro-1-(2,3,5-triacetyl-beta-L-ribofuranosyl)-1H-benzimidazole), CO (methanol), C([O-])([O-])=O.[Na+].[Na+] (sodium carbonate), O (water). Run in C(C)O (ethanol). Yields the product C(C)(C)NC1=NC2=C(N1[C@@H]1[C@@H](O)[C@@H](O)[C@@H](O1)CO)C=C(C(=C2Cl)Cl)Cl (2-(Isopropylamino)-4,5,6-trichloro-1-(beta-L-ribofuranosyl)-1H-benzimidazole). Isolated yield 74.6%. RXN SMILES: [CH:1]([NH:4][C:5]1[N:9]([C@H:10]2[O:16][C@@H:15]([CH:17](C(=O)C)[OH:18])[C@:13](C(=O)C)([OH:14])[C@:11]2(C(=O)C)[OH:12])[C:8]2[CH:28]=[C:29]([Cl:34])[C:30]([Cl:33])=[C:31]([Cl:32])[C:7]=2[N:6]=1)([CH3:3])[CH3:2].C(=O)([O-])[O-].[Na+].[Na+].O.CO>C(O)C>[CH:1]([NH:4][C:5]1[N:9]([C@H:10]2[O:16][C@@H:15]([CH2:17][OH:18])[C@H:13]([OH:14])[C@@H:11]2[OH:12])[C:8]2[CH:28]=[C:29]([Cl:34])[C:30]([Cl:33])=[C:31]([Cl:32])[C:7]=2[N:6]=1)([CH3:3])[CH3:2] |f:1.2.3|. Reported procedure: 2-(Isopropylamino)-4,5,6-trichloro-1-(2,3,5-triacetyl-beta-L-ribofuranosyl)-1H-benzimidazole (1.00 g, 1.86 mmol), sodium carbonate (0.26 g, 2.45 mmol), water (4 mL), methanol (6 mL) and ethanol (8 mL) were used according to general procedure III. The product was purified by silica gel chromatography using 10:1 dichloromethane/methanol to afford 0.57 g (75%) of a white powder; m.p. 223-224° C. Anal. Calcd. for C15H18Cl3N3O4: C, 43.87; H, 4.42; N, 10.23. Found. C, 43.63; H, 4.55; N, 9.98. Reactants: C(C)(C)(C)OC(=O)N[C@@H]1[C@@H](CCC1)C(=O)NS(=O)(=O)CCCCC(=O)O (3-{[({(1R,2S)-2-[(tert-butoxycarbonyl)amino]cyclopentyl}carbonyl)amino]sulfonyl}propylacetic acid), Cl.C(C)(=O)OCC (hydrogen chloride ethyl acetate). Run in CO (methanol). Product: Cl.N[C@@H]1[C@@H](CCC1)C(=O)NS(=O)(=O)CCCO ((1R,2S)-2-amino-N-[(3-hydroxypropyl)sulfonyl]cyclopentane carboxamide hydrochloride). Reaction SMILES: C(OC([NH:8][C@H:9]1[CH2:13][CH2:12][CH2:11][C@H:10]1[C:14]([NH:16][S:17]([CH2:20][CH2:21][CH2:22]CC(O)=O)(=[O:19])=[O:18])=[O:15])=O)(C)(C)C.[ClH:27].C(OCC)(=[O:30])C>CO>[ClH:27].[NH2:8][C@H:9]1[CH2:13][CH2:12][CH2:11][C@H:10]1[C:14]([NH:16][S:17]([CH2:20][CH2:21][CH2:22][OH:30])(=[O:18])=[O:19])=[O:15] |f:1.2,4.5|. Reported procedure: To a mixture of 3-{[({(1R,2S)-2-[(tert-butoxycarbonyl)amino]cyclopentyl}carbonyl)amino]sulfonyl}propylacetic acid (1.2 g) and methanol (12 ml) was added a 4 M hydrogen chloride/ethyl acetate solution (6.0 ml) under ice-cooling, followed by stirring at room temperature over one night. The reaction mixture was concentrated under reduced pressure to obtain (1R,2S)-2-amino-N-[(3-hydroxypropyl)sulfonyl]cyclopentane carboxamide hydrochloride (1.1 g). Starting materials: FC1=C2CCC(NC2=CC=C1)=O (5-fluoro-3,4-dihydroquinolin-2(1H)-one), BrNC(CCC(=O)N)=O (N-bromosuccinamide). Run in CN(C=O)C (N,N-dimethylformamide). Run at time 8 hour. Product: BrC=1C(=C2CCC(NC2=CC1)=O)F (6-bromo-5-fluoro-3,4-dihydroquinolin-2(1H)-one). Reaction SMILES: [F:1][C:2]1[CH:11]=[CH:10][CH:9]=[C:8]2[C:3]=1[CH2:4][CH2:5][C:6](=[O:12])[NH:7]2.[Br:13]NC(=O)CCC(N)=O>CN(C)C=O>[Br:13][C:11]1[C:2]([F:1])=[C:3]2[C:8](=[CH:9][CH:10]=1)[NH:7][C:6](=[O:12])[CH2:5][CH2:4]2. Procedure details: To a stirred solution of 5-fluoro-3,4-dihydroquinolin-2(1H)-one (146-4; 0.45 g, 0.00272 mol) in N,N-dimethylformamide (10 mL) was added N-bromosuccinamide (0.53 g, 0.0029 mol). Reaction mass was allowed to stir for overnight. Ice cold water was added to reaction mass. The solid separated was filtered and dried thoroughly to obtain the title compound. MS (M+1): 246.0.